Dataset: the Open Reaction Database (ORD), a public repository of structured organic reaction records. Task: describe an organic reaction: reactants, conditions, products, and yield Reactants: [Br-].C(CCCCCCCCCC)[P+](C1=CC=CC=C1)(C1=CC=CC=C1)C1=CC=CC=C1 (undecyl-triphenyl-phosphonium bromide), [OH-].[Na+] (sodium hydroxide). Solvent: CO (methanol). Conditions: temperature 50 celsius. Yields the product C1(=CC=CC=C1)P(CCCCCCCCCCC)(C1=CC=CC=C1)=O (diphenyl-undecylphosphine oxide). As a reaction SMILES: [Br-].[CH2:2]([P+:13](C1C=CC=CC=1)([C:20]1[CH:25]=[CH:24][CH:23]=[CH:22][CH:21]=1)[C:14]1[CH:19]=[CH:18][CH:17]=[CH:16][CH:15]=1)[CH2:3][CH2:4][CH2:5][CH2:6][CH2:7][CH2:8][CH2:9][CH2:10][CH2:11][CH3:12].[OH-:32].[Na+]>CO>[C:14]1([P:13](=[O:32])([C:20]2[CH:25]=[CH:24][CH:23]=[CH:22][CH:21]=2)[CH2:2][CH2:3][CH2:4][CH2:5][CH2:6][CH2:7][CH2:8][CH2:9][CH2:10][CH2:11][CH3:12])[CH:19]=[CH:18][CH:17]=[CH:16][CH:15]=1 |f:0.1,2.3|. Procedure: A stirred mixture of undecyl-triphenyl-phosphonium bromide (45.7 g), methanol (300 ml) and 2M sodium hydroxide solution (300 ml) was heated at 50° C. for 3 hours and then concentrated under vacuum until the oily product solidified. The solid was washed with water, dried and recrystallised from petroleum spirit to give diphenyl-undecylphosphine oxide, m.p. 69° C.